Dataset: the Open Reaction Database (ORD), a public repository of structured organic reaction records. Task: describe an organic reaction: reactants, conditions, products, and yield The reactants are CC(CSC(=O)c1ccccc1)C(=O)Cl, CC(CSC(=O)c1ccccc1)C(=O)O, CC(C)(C)[O-], CN1CC(C(=O)OC(C)(C)C)NC1=O, CCOC(C)=O, [K+], C1CCOC1, O=S(Cl)Cl. Product: CC(CSC(=O)c1ccccc1)C(=O)N1C(=O)N(C)CC1C(=O)OC(C)(C)C. As a reaction SMILES: [C:21]([c:22]1[cH:23][cH:24][cH:25][cH:26][cH:27]1)(=[O:28])[S:29][CH2:30][CH:31]([C:32](=[O:33])[Cl:34])[CH3:35].[C:36]([S:37][CH2:38][CH:39]([CH3:40])[C:41]([OH:42])=[O:43])(=[O:44])[c:45]1[cH:46][cH:47][cH:48][cH:49][cH:50]1.[CH3:15][C:16]([CH3:17])([O-:18])[CH3:19].[CH3:1][N:2]1[C:3](=[O:14])[NH:4][CH:5]([C:7](=[O:8])[O:9][C:10]([CH3:11])([CH3:12])[CH3:13])[CH2:6]1.[CH3:60][CH2:61][O:62][C:63](=[O:64])[CH3:65].[K+:20].[O:55]1[CH2:56][CH2:57][CH2:58][CH2:59]1.[S:51]([Cl:52])([Cl:53])=[O:54]>>[CH3:1][N:2]1[C:3](=[O:14])[N:4]([C:32]([CH:31]([CH2:30][S:29][C:21]([c:22]2[cH:23][cH:24][cH:25][cH:26][cH:27]2)=[O:28])[CH3:35])=[O:33])[CH:5]([C:7](=[O:8])[O:9][C:10]([CH3:11])([CH3:12])[CH3:13])[CH2:6]1. The reactants are O=C([O-])[O-], CCCCc1cc2ccccc2c(O)c1-c1ccc(F)cc1, CS(C)=O, [Cs+], [Cs+], O=Cc1ccc(F)cc1. Product: CCCCc1cc2ccccc2c(Oc2ccc(C=O)cc2)c1-c1ccc(F)cc1. Reaction SMILES: [C:32](=[O:33])([O-:34])[O-:35].[CH2:1]([CH2:2][CH2:3][CH3:4])[c:5]1[c:6](-[c:16]2[cH:17][cH:18][c:19]([F:22])[cH:20][cH:21]2)[c:7]([OH:15])[c:8]2[cH:9][cH:10][cH:11][cH:12][c:13]2[cH:14]1.[CH3:38][S:39]([CH3:40])=[O:41].[Cs+:36].[Cs+:37].[F:23][c:24]1[cH:25][cH:26][c:27]([CH:28]=[O:29])[cH:30][cH:31]1>>[CH2:1]([CH2:2][CH2:3][CH3:4])[c:5]1[c:6](-[c:16]2[cH:17][cH:18][c:19]([F:22])[cH:20][cH:21]2)[c:7]([O:15][c:24]2[cH:25][cH:26][c:27]([CH:28]=[O:29])[cH:30][cH:31]2)[c:8]2[cH:9][cH:10][cH:11][cH:12][c:13]2[cH:14]1. Starting materials: CCN=C=NCCCN(C)C, CCN(C(C)C)C(C)C, Cl, Cl, Fc1cc(OC2CCNCC2)cc(F)c1F, CN(C)C=O, O, On1nnc2ccccc21, O=C(O)CC(=O)Nc1ccc(-c2ccccc2)cc1. Product: O=C(CC(=O)N1CCC(Oc2cc(F)c(F)c(F)c2)CC1)Nc1ccc(-c2ccccc2)cc1. Reaction SMILES: [CH3:39][CH2:40][N:41]=[C:42]=[N:43][CH2:44][CH2:45][CH2:46][N:47]([CH3:48])[CH3:49].[CH:1]([N:2]([CH2:3][CH3:4])[CH:5]([CH3:6])[CH3:7])([CH3:8])[CH3:9].[ClH:50].[ClH:51].[F:52][c:53]1[cH:54][c:55]([O:56][CH:57]2[CH2:58][CH2:59][NH:60][CH2:61][CH2:62]2)[cH:63][c:64]([F:67])[c:65]1[F:66].[O:68]=[CH:69][N:70]([CH3:71])[CH3:72].[OH2:73].[OH:29][n:30]1[c:31]2[c:32]([cH:33][cH:34][cH:35][cH:36]2)[n:37][n:38]1.[c:10]1(-[c:23]2[cH:24][cH:25][cH:26][cH:27][cH:28]2)[cH:11][cH:12][c:13]([NH:16][C:17]([CH2:18][C:19](=[O:20])[OH:21])=[O:22])[cH:14][cH:15]1>>[c:10]1(-[c:23]2[cH:24][cH:25][cH:26][cH:27][cH:28]2)[cH:11][cH:12][c:13]([NH:16][C:17]([CH2:18][C:19](=[O:21])[N:60]2[CH2:59][CH2:58][CH:57]([O:56][c:55]3[cH:54][c:53]([F:52])[c:65]([F:66])[c:64]([F:67])[cH:63]3)[CH2:62][CH2:61]2)=[O:22])[cH:14][cH:15]1.